From a dataset of the Open Reaction Database (ORD), a public repository of structured organic reaction records. describe an organic reaction: reactants, conditions, products, and yield Reactants: N1(CCOCC1)CCCNC=1N=[N+](C2=C(N1)C=C1CCCOC1=C2)[O-] (N-[3-(4-Morpholinyl)propyl]-7,8-dihydro-6H-chromeno[6,7-e][1,2,4]triazin-3-amine 1-Oxide), 1,4-dioxide, CO.CCOC(=O)C (MeOH EtOAc). Product: N1(CCOCC1)CCCNC=1N=[N+](C2=C([N+]1[O-])C=C1CCCOC1=C2)[O-] (N-[3-(4-Morpholinyl)propyl]-7,8-dihydro-6H-chromeno[6,7-e][1,2,4]triazin-3-amine 1,4-Dioxide). RXN SMILES: [N:1]1([CH2:7][CH2:8][CH2:9][NH:10][C:11]2[N:12]=[N+:13]([O-:25])[C:14]3[CH:24]=[C:23]4[C:18]([CH2:19][CH2:20][CH2:21][O:22]4)=[CH:17][C:15]=3[N:16]=2)[CH2:6][CH2:5][O:4][CH2:3][CH2:2]1.CO.CC[O:30]C(C)=O>>[N:1]1([CH2:7][CH2:8][CH2:9][NH:10][C:11]2[N:12]=[N+:13]([O-:25])[C:14]3[CH:24]=[C:23]4[C:18]([CH2:19][CH2:20][CH2:21][O:22]4)=[CH:17][C:15]=3[N+:16]=2[O-:30])[CH2:2][CH2:3][O:4][CH2:5][CH2:6]1 |f:1.2|. Procedure: H2O2 (70%, 0.74 mL, ca. 14.7 mmol) was added dropwise to a stirred solution of TFM (2.1 mL, 14.7 mmol) in DCM (20 mL) at 0° C. The solution was stirred at 0° C. for 5 min, warmed to 20° C. for 10 min, then cooled to 0° C. and added to a stirred solution of 1-oxide 243 (509 mg, 1.5 mmol) and TFA (0.57 mL, 7.4 mmol) in DCM (15 mL) at 0° C. The solution was stirred at 20° C. for 4 h, diluted with dilute aqueous NH3 solution (10 mL) and extracted with CHCl3 (4×50 mL). The combined organic fraction w... Reactants: CC1([C@@H]([C@H]1C=C=CBr)C(=O)O)C ((1R,trans) 2,2-dimethyl-3-(3-bromo-1,2-propadienyl)-cyclopropane-carboxylic acid), O(C1=CC=CC=C1)C=1C=C(CO)C=CC1 (3-phenoxy-benzyl alcohol). Product: CC1([C@@H]([C@H]1C=C=CBr)C(=O)OCC1=CC(=CC=C1)OC1=CC=CC=C1)C (3-phenoxy-benzyl (1R,trans) 2,2-dimethyl-3-(3-bromo-1,2-propadienyl)-cyclopropane-carboxylate). As a reaction SMILES: [CH3:1][C:2]1([CH3:12])[C@H:4]([CH:5]=[C:6]=[CH:7][Br:8])[C@H:3]1[C:9]([OH:11])=[O:10].[O:13]([C:20]1[CH:21]=[C:22]([CH:25]=[CH:26][CH:27]=1)[CH2:23]O)[C:14]1[CH:19]=[CH:18][CH:17]=[CH:16][CH:15]=1>>[CH3:1][C:2]1([CH3:12])[C@H:4]([CH:5]=[C:6]=[CH:7][Br:8])[C@H:3]1[C:9]([O:11][CH2:23][C:22]1[CH:25]=[CH:26][CH:27]=[C:20]([O:13][C:14]2[CH:19]=[CH:18][CH:17]=[CH:16][CH:15]=2)[CH:21]=1)=[O:10]. Procedure details: Using the procudure of Example 1, 1.2 g of the acid of Example 29 and 1 g of 3-phenoxy-benzyl alcohol were reacted to obtain after chromatography over silica gel and elution with a 9-1 hexane-ethyl acetate mixture 1.49 g of 3-phenoxybenzyl (1R,trans) 2,2-dimethyl-3-(3-bromo-1,2-propadienyl)-cyclopropane-carboxylate with a specific rotation of [α]D20 =+15.5°±2° (c=0.5% in chloroform). The reactants are NC=1C(N(C(=CC1)C1=CC=CC=C1)CC(=O)NC(C(C(F)(F)F)=O)C(C)C)=O (2-(3-amino-2-oxo-6-phenyl-1,2-dihydro-1-pyridyl)-N-(3,3,3-trifluoro-1-isopropyl-2-oxopropyl)acetamide), C1(=CC=CC=C1)S(=O)(=O)N=C=O (benzenesulfonyl isocyanate). Solvent: ClCCl (dichloromethane). Reaction conditions: time 1 hour. The product is O=C1N(C(=CC=C1NC(=O)NS(=O)(=O)C1=CC=CC=C1)C1=CC=CC=C1)CC(=O)NC(C(C(F)(F)F)=O)C(C)C (2-[2-Oxo-6-phenyl-3-(3-phenylsulfonylureido)-1,2-dihydro-1-pyridyl]-N-(3,3,3-trifluoro-1-isopropyl-2-oxopropyl)acetamide). Yield: 96.4%. Reaction SMILES: [NH2:1][C:2]1[C:3](=[O:28])[N:4]([CH2:14][C:15]([NH:17][CH:18]([CH:25]([CH3:27])[CH3:26])[C:19](=[O:24])[C:20]([F:23])([F:22])[F:21])=[O:16])[C:5]([C:8]2[CH:13]=[CH:12][CH:11]=[CH:10][CH:9]=2)=[CH:6][CH:7]=1.[C:29]1([S:35]([N:38]=[C:39]=[O:40])(=[O:37])=[O:36])[CH:34]=[CH:33][CH:32]=[CH:31][CH:30]=1>ClCCl>[O:28]=[C:3]1[C:2]([NH:1][C:39]([NH:38][S:35]([C:29]2[CH:30]=[CH:31][CH:32]=[CH:33][CH:34]=2)(=[O:37])=[O:36])=[O:40])=[CH:7][CH:6]=[C:5]([C:8]2[CH:13]=[CH:12][CH:11]=[CH:10][CH:9]=2)[N:4]1[CH2:14][C:15]([NH:17][CH:18]([CH:25]([CH3:26])[CH3:27])[C:19](=[O:24])[C:20]([F:22])([F:23])[F:21])=[O:16]. Procedure: To 2-(3-amino-2-oxo-6-phenyl-1,2-dihydro-1-pyridyl)-N-(3,3,3-trifluoro-1-isopropyl-2-oxopropyl)acetamide (0.5 g) in dichloromethane (40 mL) was added benzenesulfonyl isocyanate (0.23 g), and the resulting solution was allowed to stir for 1 h. The solvent was evaporated and the product was purified by chromatography to provide the title compound (0.7 g); chromatography solvent: methanol:dichloromethane (5:95); TLC: Rf =0.6, methanol:dichloromethane (10:90); MS: m/z=579(M+1), 577(M-1) by FAB. Reactants: CCO, O=C1CC2CCCC(C1)N2C1CC1, Cl, NO. The product is ON=C1CC2CCCC(C1)N2C1CC1. RXN SMILES: [CH3:17][CH2:18][OH:19].[CH:1]1([N:4]2[CH:5]3[CH2:6][C:7](=[O:13])[CH2:8][CH:9]2[CH2:10][CH2:11][CH2:12]3)[CH2:2][CH2:3]1.[ClH:14].[NH2:15][OH:16]>>[CH:1]1([N:4]2[CH:5]3[CH2:6][C:7](=[N:15][OH:16])[CH2:8][CH:9]2[CH2:10][CH2:11][CH2:12]3)[CH2:2][CH2:3]1. Reactants: BrB(Br)Br, CSC, CNC(=O)c1c(-c2ccc(F)cc2)sc2ccc(OC)cc12. The product is CNC(=O)c1c(-c2ccc(F)cc2)sc2ccc(O)cc12. RXN SMILES: [B:26]([Br:27])([Br:28])[Br:29].[CH3:23][S:24][CH3:25].[F:1][c:2]1[cH:3][cH:4][c:5](-[c:8]2[c:9]([C:19](=[O:20])[NH:21][CH3:22])[c:10]3[c:11]([s:12]2)[cH:13][cH:14][c:15]([O:17][CH3:18])[cH:16]3)[cH:6][cH:7]1>>[F:1][c:2]1[cH:3][cH:4][c:5](-[c:8]2[c:9]([C:19](=[O:20])[NH:21][CH3:22])[c:10]3[c:11]([s:12]2)[cH:13][cH:14][c:15]([OH:17])[cH:16]3)[cH:6][cH:7]1. The reactants are CCOCC, C(=NC1CCCCC1)=NC1CCCCC1, C=C(Cl)COc1ccc(CN)cc1, S=C=S. Product: C=C(Cl)COc1ccc(CN=C=S)cc1. As a reaction SMILES: [CH3:32][CH2:33][O:34][CH2:35][CH3:36].[CH:14]1([N:15]=[C:16]=[N:17][CH:18]2[CH2:19][CH2:20][CH2:21][CH2:22][CH2:23]2)[CH2:24][CH2:25][CH2:26][CH2:27][CH2:28]1.[Cl:1][C:2]([CH2:3][O:4][c:5]1[cH:6][cH:7][c:8]([CH2:9][NH2:10])[cH:11][cH:12]1)=[CH2:13].[S:29]=[C:30]=[S:31]>>[Cl:1][C:2]([CH2:3][O:4][c:5]1[cH:6][cH:7][c:8]([CH2:9][N:10]=[C:30]=[S:29])[cH:11][cH:12]1)=[CH2:13]. Reactants: C1(=CC=CC=C1)N1[N+](=CC(=N1)O)[O-] (2-phenyl-4-hydroxy-1,2,3-triazole-1-oxide). Reagents/catalysts: [Zn] (zinc). Run in C(C)(=O)O (acetic acid). The product is C1(=CC=CC=C1)N1N=CC(=N1)O (2-Phenyl-4-hydroxy-1,2,3-triazole). Reaction SMILES: [C:1]1([N:7]2[N:11]=[C:10]([OH:12])[CH:9]=[N+:8]2[O-])[CH:6]=[CH:5][CH:4]=[CH:3][CH:2]=1>C(O)(=O)C.[Zn]>[C:1]1([N:7]2[N:11]=[C:10]([OH:12])[CH:9]=[N:8]2)[CH:2]=[CH:3][CH:4]=[CH:5][CH:6]=1. Procedure details: 88.5 g of 2-phenyl-4-hydroxy-1,2,3-triazole-1-oxide of formula I (R = phenyl) is stirred in 1000 ml of glacial acetic acid, with ice cooling, with 75 g of zinc dust. After completion of the reaction, the filtrate is filtered off and concentrated by evaporation to dryness. The residue is stirred into water, filtered off under suction, washed with water and again filtered off under suction.